This data is from the Open Reaction Database (ORD), a public repository of structured organic reaction records. The task is: describe an organic reaction: reactants, conditions, products, and yield Reactants: ClC1=C(C=CC(=C1)C(F)(F)F)C1=C2C=CC(=CC2=CC=C1)S(=O)(=O)NC1=NC=NC=C1 (5-(2-chloro-4-(trifluoromethyl)phenyl)-N-(pyrimidin-4-yl)naphthalene-2-sulfonamide), ClC1=C(C=CC(=C1)C(F)(F)F)C1=C2C=CC(=CC2=CC=C1)S(=O)(=O)NC1=NC=NC=C1 (5-(2-chloro-4-(trifluoromethyl)phenyl)-N-(pyrimidin-4-yl)naphthalene-2-sulfonamide), CC1(OB(OC1(C)C)C1=CCN(CC1)C(=O)OC(C)(C)C)C (tert-butyl 4-(4,4,5,5-tetramethyl-1,3,2-dioxaborolan-2-yl)-5,6-dihydropyridine-1(2H)-carboxylate), P(=O)([O-])([O-])[O-].[K+].[K+].[K+] (potassium phosphate). The reagents and catalysts are C(C)(C)(C)C=1C(=C(C=CC1NC)[Pd]Cl)C(C)(C)C ((di-t-butyl-p-methylaminophenyl]palladium(II) chloride). Solvent: CCOC(=O)C (EtOAc), CCOC(=O)C (EtOAc). Conditions: temperature 110 celsius. Product: N1=CN=C(C=C1)NS(=O)(=O)C=1C=C2C=CC=C(C2=CC1)C1=C(C=C(C=C1)C(F)(F)F)C1=CCN(CC1)C(=O)OC(C)(C)C (tert-butyl 4-(2-(6-(N-(pyrimidin-4-yl)sulfamoyl)naphthalen-1-yl)-5-(trifluoromethyl)phenyl)-5,6-dihydropyridine-1(2H)-carboxylate). Isolated yield 46.1%. As a reaction SMILES: Cl[C:2]1[CH:7]=[C:6]([C:8]([F:11])([F:10])[F:9])[CH:5]=[CH:4][C:3]=1[C:12]1[CH:21]=[CH:20][CH:19]=[C:18]2[C:13]=1[CH:14]=[CH:15][C:16]([S:22]([NH:25][C:26]1[CH:31]=[CH:30][N:29]=[CH:28][N:27]=1)(=[O:24])=[O:23])=[CH:17]2.CC1(C)C(C)(C)OB([C:40]2[CH2:45][CH2:44][N:43]([C:46]([O:48][C:49]([CH3:52])([CH3:51])[CH3:50])=[O:47])[CH2:42][CH:41]=2)O1.P([O-])([O-])([O-])=O.[K+].[K+].[K+]>C(C1C(C(C)(C)C)=C([Pd]Cl)C=CC=1NC)(C)(C)C.CCOC(C)=O>[N:29]1[CH:30]=[CH:31][C:26]([NH:25][S:22]([C:16]2[CH:17]=[C:18]3[C:13](=[CH:14][CH:15]=2)[C:12]([C:3]2[CH:4]=[CH:5][C:6]([C:8]([F:9])([F:10])[F:11])=[CH:7][C:2]=2[C:40]2[CH2:45][CH2:44][N:43]([C:46]([O:48][C:49]([CH3:52])([CH3:51])[CH3:50])=[O:47])[CH2:42][CH:41]=2)=[CH:21][CH:20]=[CH:19]3)(=[O:24])=[O:23])=[N:27][CH:28]=1 |f:2.3.4.5|. Procedure: A microwave vial was charged with 5-(2-chloro-4-(trifluoromethyl)phenyl)-N-(pyrimidin-4-yl)naphthalene-2-sulfonamide (Intermediate X) (82.5 mg, 0.178 mmol), tert-butyl 4-(4,4,5,5-tetramethyl-1,3,2-dioxaborolan-2-yl)-5,6-dihydropyridine-1(2H)-carboxylate (110 mg, 0.356 mmol), potassium phosphate (113 mg, 0.534 mmol), and 1,1-bis[(di-t-butyl-p-methylaminophenyl]palladium(II) chloride (12.59 mg, 0.018 mmol). The vial was sealed, flushed with N2 and dioxane (1334 μl) and water (445 μl) was added. Th... Starting materials: [I-], [K+], Nc1cc(CO)ccc1F, O, O=S(=O)(O)O. Yields the product OCc1ccc(F)c(I)c1. Reaction SMILES: [I-:17].[K+:16].[NH2:1][c:2]1[cH:3][c:4]([CH2:9][OH:10])[cH:5][cH:6][c:7]1[F:8].[OH2:18].[S:11](=[O:12])(=[O:13])([OH:14])[OH:15]>>[c:2]1([I:17])[cH:3][c:4]([CH2:9][OH:10])[cH:5][cH:6][c:7]1[F:8].